From a dataset of the Open Reaction Database (ORD), a public repository of structured organic reaction records. describe an organic reaction: reactants, conditions, products, and yield The reactants are C(C)(=O)O (Acetic acid), C[Si](C)(C)C=[N+]=[N-] (Trimethylsilyl diazomethane), [N+](=O)([O-])C=1C=C(CC=2C(OC3=C(C2CC(=O)O)C=CC(=C3)OC(N(C)C)=O)=O)C=CC1 ({3-(3-nitrobenzyl)-7-dimethylcarbamoyloxy-2-oxo-2H-1-benzopyran-4-yl}acetic acid), ClCCl (dichloromethane). Run in CO (methanol). Conditions: time 10 minute. Product: COC(CC1=C(C(OC2=C1C=CC(=C2)OC(N(C)C)=O)=O)CC2=CC(=CC=C2)[N+](=O)[O-])=O ({3-(3-Nitrobenzyl)-7-dimethylcarbamoyloxy-2-oxo-2H-1-benzopyran-4-yl}acetic acid methyl ester). Yield: 94.0%. Reaction SMILES: [CH3:1][Si](C=[N+]=[N-])(C)C.[N+:8]([C:11]1[CH:12]=[C:13]([CH:36]=[CH:37][CH:38]=1)[CH2:14][C:15]1[C:16](=[O:35])[O:17][C:18]2[CH:28]=[C:27]([O:29][C:30](=[O:34])[N:31]([CH3:33])[CH3:32])[CH:26]=[CH:25][C:19]=2[C:20]=1[CH2:21][C:22]([OH:24])=[O:23])([O-:10])=[O:9].ClCCl.C(O)(=O)C>CO>[CH3:1][O:23][C:22](=[O:24])[CH2:21][C:20]1[C:19]2[CH:25]=[CH:26][C:27]([O:29][C:30](=[O:34])[N:31]([CH3:32])[CH3:33])=[CH:28][C:18]=2[O:17][C:16](=[O:35])[C:15]=1[CH2:14][C:13]1[CH:36]=[CH:37][CH:38]=[C:11]([N+:8]([O-:10])=[O:9])[CH:12]=1. Procedure details: Trimethylsilyl diazomethane (0.82 mL, 2.0 M in hexane) was added to a solution of {3-(3-nitrobenzyl)-7-dimethylcarbamoyloxy-2-oxo-2H-1-benzopyran-4-yl}acetic acid (compound 7f-1-1COOH) (350 mg, 0.82 mmol) in methanol (5.0 mL)/dichloromethane (8.0 mL), and the mixture was stirred at room temperature for 10 minutes. Acetic acid (2.0 mL) was added to the reaction mixture, and the title compound (338 mg, 94%) was obtained by vacuum concentration as a pale yellow powder.